From a dataset of the Open Reaction Database (ORD), a public repository of structured organic reaction records. describe an organic reaction: reactants, conditions, products, and yield Reactants: BrC=1C=C(SC1)C=O (4-bromo-2-thiophenecarboxaldehyde), C(C)(C)(C)C1=C(C(=CC(=C1)C)C(C)(C)C)O (2,6-di-t-butyl-4-methylphenol), C(CCC)[Sn](C=CCCCCCCCCCC)(CCCC)CCCC (tri-n-butyl-1-dodecenylstannane). Reagents/catalysts: C=1C=CC(=CC1)[P](C=2C=CC=CC2)(C=3C=CC=CC3)[Pd]([P](C=4C=CC=CC4)(C=5C=CC=CC5)C=6C=CC=CC6)([P](C=7C=CC=CC7)(C=8C=CC=CC8)C=9C=CC=CC9)[P](C=1C=CC=CC1)(C=1C=CC=CC1)C=1C=CC=CC1 (tetrakis(triphenylphosphine)palladium(0)). Run in C1(=CC=CC=C1)C (toluene). Yields the product C(=CCCCCCCCCCC)C=1C=C(SC1)C=O (4-(1-Dodecenyl)-2-thiophenecarboxaldehyde). Yield: 92.0%. As a reaction SMILES: Br[C:2]1[CH:3]=[C:4]([CH:7]=[O:8])[S:5][CH:6]=1.C(C1C=C(C)C=C(C(C)(C)C)C=1O)(C)(C)C.C([Sn](CCCC)(CCCC)[CH:30]=[CH:31][CH2:32][CH2:33][CH2:34][CH2:35][CH2:36][CH2:37][CH2:38][CH2:39][CH2:40][CH3:41])CCC>C1C=CC([P]([Pd]([P](C2C=CC=CC=2)(C2C=CC=CC=2)C2C=CC=CC=2)([P](C2C=CC=CC=2)(C2C=CC=CC=2)C2C=CC=CC=2)[P](C2C=CC=CC=2)(C2C=CC=CC=2)C2C=CC=CC=2)(C2C=CC=CC=2)C2C=CC=CC=2)=CC=1.C1(C)C=CC=CC=1>[CH:30]([C:2]1[CH:3]=[C:4]([CH:7]=[O:8])[S:5][CH:6]=1)=[CH:31][CH2:32][CH2:33][CH2:34][CH2:35][CH2:36][CH2:37][CH2:38][CH2:39][CH2:40][CH3:41] |^1:53,55,74,93|. Reported procedure: To a solution of 4-bromo-2-thiophenecarboxaldehyde (35.0), tetrakis(triphenylphosphine)palladium(0) (4.23 g), 2,6-di-t-butyl-4-methylphenol (a few milligrams) and dry toluene (150 ml) was added tri-n-butyl-1-dodecenylstannane (92.0 g), dropwise at room temperature, under nitrogen. The solution was heated under reflux for four hrs, with stirring. After cooling to room temperature, the solution was filtered through a bed of celite, and the filter cake was washed with ether. The filtrate was evapor... The reactants are CCO, COC(=O)CCc1cc(F)c(S(=O)(=O)c2ccc(Cl)cc2)nc1Cc1cc(F)ccc1F, Cl, [Na+], [OH-]. The product is O=C(O)CCc1cc(F)c(S(=O)(=O)c2ccc(Cl)cc2)nc1Cc1cc(F)ccc1F. Reaction SMILES: [CH3:36][CH2:37][OH:38].[Cl:1][c:2]1[cH:3][cH:4][c:5]([S:8](=[O:9])(=[O:10])[c:11]2[c:12]([F:32])[cH:13][c:14]([CH2:26][CH2:27][C:28](=[O:29])[O:30][CH3:31])[c:15]([CH2:17][c:18]3[c:19]([F:25])[cH:20][cH:21][c:22]([F:24])[cH:23]3)[n:16]2)[cH:6][cH:7]1.[ClH:35].[Na+:34].[OH-:33]>>[Cl:1][c:2]1[cH:3][cH:4][c:5]([S:8](=[O:9])(=[O:10])[c:11]2[c:12]([F:32])[cH:13][c:14]([CH2:26][CH2:27][C:28](=[O:29])[OH:30])[c:15]([CH2:17][c:18]3[c:19]([F:25])[cH:20][cH:21][c:22]([F:24])[cH:23]3)[n:16]2)[cH:6][cH:7]1. Starting materials: Br, COCCn1c(C)c(C)sc1=N, O=C(O)c1cnccc1C(F)(F)F. The product is COCCn1c(C)c(C)sc1=NC(=O)c1cnccc1C(F)(F)F. As a reaction SMILES: [BrH:1].[CH3:2][O:3][CH2:4][CH2:5][n:6]1[c:7](=[NH:13])[s:8][c:9]([CH3:12])[c:10]1[CH3:11].[F:14][C:15]([c:16]1[cH:17][cH:18][n:19][cH:20][c:21]1[C:22](=[O:23])[OH:24])([F:25])[F:26]>>[CH3:2][O:3][CH2:4][CH2:5][n:6]1[c:7](=[N:13][C:22]([c:21]2[c:16]([C:15]([F:14])([F:25])[F:26])[cH:17][cH:18][n:19][cH:20]2)=[O:23])[s:8][c:9]([CH3:12])[c:10]1[CH3:11]. The reactants are [O-]B([O-])Oc1cccc(Cl)c1, CN(Cc1ccc(NC(=O)C2=Cc3cc(Br)ccc3S(=O)(=O)CC2)cc1)C1CCOCC1, O=C([O-])[O-], CCO, [K+], [K+], O, O, Cc1ccccc1. Yields the product CN(Cc1ccc(NC(=O)C2=Cc3cc(-c4cccc(Cl)c4)ccc3S(=O)(=O)CC2)cc1)C1CCOCC1. As a reaction SMILES: [B:44]([O-:45])([O-:53])[O:54][c:46]1[cH:47][c:48]([Cl:52])[cH:49][cH:50][cH:51]1.[Br:1][c:2]1[cH:3][cH:4][c:5]2[c:6]([cH:32]1)[CH:7]=[C:8]([C:14](=[O:15])[NH:16][c:17]1[cH:18][cH:19][c:20]([CH2:23][N:24]([CH:25]3[CH2:26][CH2:27][O:28][CH2:29][CH2:30]3)[CH3:31])[cH:21][cH:22]1)[CH2:9][CH2:10][S:11]2(=[O:12])=[O:13].[C:55](=[O:56])([O-:57])[O-:58].[CH2:34]([OH:35])[CH3:36].[K+:59].[K+:60].[OH2:33].[OH2:61].[c:37]1([CH3:38])[cH:39][cH:40][cH:41][cH:42][cH:43]1>>[c:2]1(-[c:46]2[cH:47][c:48]([Cl:52])[cH:49][cH:50][cH:51]2)[cH:3][cH:4][c:5]2[c:6]([cH:32]1)[CH:7]=[C:8]([C:14](=[O:15])[NH:16][c:17]1[cH:18][cH:19][c:20]([CH2:23][N:24]([CH:25]3[CH2:26][CH2:27][O:28][CH2:29][CH2:30]3)[CH3:31])[cH:21][cH:22]1)[CH2:9][CH2:10][S:11]2(=[O:12])=[O:13]. Reactants: CCOC(C)=O, CCCCCC, COc1cc(OC)cc(C(C)(C)C2CCCC2)c1, COc1cc(OC)cc(C(=O)C2CCCCC2)c1. The product is COc1cc(OC)cc(C(C)(C)C2CCCCC2)c1. As a reaction SMILES: [C:37]([O:38][CH2:39][CH3:40])(=[O:41])[CH3:42].[CH3:43][CH2:44][CH2:45][CH2:46][CH2:47][CH3:48].[CH:19]1([C:24]([CH3:25])([CH3:26])[c:27]2[cH:28][c:29]([O:35][CH3:36])[cH:30][c:31]([O:33][CH3:34])[cH:32]2)[CH2:20][CH2:21][CH2:22][CH2:23]1.[CH:1]1([C:2]([c:3]2[cH:4][c:5]([O:6][CH3:7])[cH:8][c:9]([O:10][CH3:11])[cH:12]2)=[O:13])[CH2:14][CH2:15][CH2:16][CH2:17][CH2:18]1>>[CH2:1]1[CH:19]([C:24]([CH3:25])([CH3:26])[c:27]2[cH:28][c:29]([O:35][CH3:36])[cH:30][c:31]([O:33][CH3:34])[cH:32]2)[CH2:23][CH2:22][CH2:21][CH2:20]1. The reactants are ClC1=NC=CC(=N1)Cl (2,4-dichloropyrimidine), TEA, N1CC(CCC1)C(=O)OCC (ethyl piperidine-3-carboxylate). The solvent is CCO (EtOH), CCO (EtOH). Run at time 1 hour. Yields the product ClC1=NC=CC(=N1)N1CC(CCC1)C(=O)OCC (ethyl 1-(2-chloropyrimidin-4-yl)piperidine-3-carboxylate). The yield is 80.0%. As a reaction SMILES: [Cl:1][C:2]1[N:7]=[C:6](Cl)[CH:5]=[CH:4][N:3]=1.[NH:9]1[CH2:14][CH2:13][CH2:12][CH:11]([C:15]([O:17][CH2:18][CH3:19])=[O:16])[CH2:10]1>CCO>[Cl:1][C:2]1[N:7]=[C:6]([N:9]2[CH2:14][CH2:13][CH2:12][CH:11]([C:15]([O:17][CH2:18][CH3:19])=[O:16])[CH2:10]2)[CH:5]=[CH:4][N:3]=1. Procedure: To a solution of 2,4-dichloropyrimidine (Alfa Aesar, 10 g, 65.8 mmol) and TEA (Sigma-Aldrich, 9.15 mL, 65.8 mmol) in EtOH (68.5 mL) at 0° C. was added ethyl piperidine-3-carboxylate (Sigma-Aldrich, 10.64 mL, 65.8 mmol) in EtOH (13.70 mL). The reaction was then allowed to warm to room temperature while stirring. After 1 hour, the reaction was concentrated and the residue was purified by chromatography through a 340 g silica gel column, eluting with 10% to 80% EtOAc/hexanes, to provide ethyl 1-(2-...